This data is from the Open Reaction Database (ORD), a public repository of structured organic reaction records. The task is: describe an organic reaction: reactants, conditions, products, and yield Reactants: [BH4-], CCO, CON1CCC(=O)CC1, [Cl-], [NH4+], [Na+]. The product is CON1CCC(O)CC1. RXN SMILES: [BH4-:1].[CH3:14][CH2:15][OH:16].[CH3:3][O:4][N:5]1[CH2:6][CH2:7][C:8](=[O:11])[CH2:9][CH2:10]1.[Cl-:12].[NH4+:13].[Na+:2]>>[CH3:3][O:4][N:5]1[CH2:6][CH2:7][CH:8]([OH:11])[CH2:9][CH2:10]1. Reactants: ClC=1C=C(C=CC1)N1N=C(N=C1)OC(C)C(=O)OCC (1-(3-chlorophenyl)-3-(1-ethoxycarbonylethoxy)-1,2,4-1H-triazole), [OH-].[K+] (potassium hydroxide). Run in C(C)O (ethanol). Product: C(=O)(O)C(C)OC1=NN(C=N1)C1=CC(=CC=C1)Cl (3-(1-carboxyethoxy)-1-(3-chlorophenyl)-1,2,4-1H-triazole). Reaction SMILES: [Cl:1][C:2]1[CH:3]=[C:4]([N:8]2[CH:12]=[N:11][C:10]([O:13][CH:14]([C:16]([O:18]CC)=[O:17])[CH3:15])=[N:9]2)[CH:5]=[CH:6][CH:7]=1.[OH-].[K+]>C(O)C>[C:16]([CH:14]([O:13][C:10]1[N:11]=[CH:12][N:8]([C:4]2[CH:5]=[CH:6][CH:7]=[C:2]([Cl:1])[CH:3]=2)[N:9]=1)[CH3:15])([OH:18])=[O:17] |f:1.2|. Reported procedure: A 6.7 g portion of the compound of Example 5 was refluxed for 3 hours with 2.5 g of potassium hydroxide in 100 ml of ethanol and the product was collected as shown in Example 22 and recrystallized from ethanol to obtain 5.2 g of the desired product, m.p. 197°-199°. Starting materials: C1(CCCC1)C=1C=C(C(=O)O)C=CC1OC (3-cyclopentyl-p-anisic acid), C(C(=O)Cl)(=O)Cl (oxalyl chloride), BrC1=CC=C(CC=2SC(=C(C2)C)C)C=C1 (2-(4-bromobenzyl)4,5-dimethylthiophene). Reagents/catalysts: CN(C=O)C (N,N-dimethylformamide). The product is BrC1=CC=C(CC=2SC(=C(C2C(=O)C2=CC(=C(C=C2)OC)C2CCCC2)C)C)C=C1 ([2-(4-Bromobenzyl)-4,5-dimethyl-thiophen-3-yl]-(3-cyclopentyl-4-methoxy-phenyl)-methanone). Yield: 52.7%. As a reaction SMILES: [CH:1]1([C:6]2[CH:7]=[C:8]([CH:12]=[CH:13][C:14]=2[O:15][CH3:16])[C:9]([OH:11])=O)[CH2:5][CH2:4][CH2:3][CH2:2]1.C(Cl)(=O)C(Cl)=O.[Br:23][C:24]1[CH:37]=[CH:36][C:27]([CH2:28][C:29]2[S:30][C:31]([CH3:35])=[C:32]([CH3:34])[CH:33]=2)=[CH:26][CH:25]=1>CN(C)C=O>[Br:23][C:24]1[CH:37]=[CH:36][C:27]([CH2:28][C:29]2[S:30][C:31]([CH3:35])=[C:32]([CH3:34])[C:33]=2[C:9]([C:8]2[CH:12]=[CH:13][C:14]([O:15][CH3:16])=[C:6]([CH:1]3[CH2:2][CH2:3][CH2:4][CH2:5]3)[CH:7]=2)=[O:11])=[CH:26][CH:25]=1. Procedure details: The title compound was prepared according to the procedure in Example 5, step 2 using 3-cyclopentyl-p-anisic acid (3.50 g, 15.9 mmol, RN-59216-82-9), oxalyl chloride (1.52 mL, 17.5 mmol), N,N-dimethylformamide (2 drops) tin(IV) chloride (2.04 mL, 17.5 mmol) and 2-(4-bromobenzyl)4,5-dimethylthiophene (4.46 g, 15.9 mmol). Purification on silica gel eluting 5% EtOAc/pet. ether gave 4.05 g (53%) of the title compound as yellow oil. (DMSO-d6) δ 1.43-1.47 (m, 2H), 1.61-1.75 (m, 4H), 1.81 (s, 3H), 1.91... The reactants are N1=C(Cl)N=C(Cl)N=C1Cl (cyanuric chloride), [Mg] (magnesium), [Mg] (magnesium), BrCCCCCCCCCCCCCCCC (bromohexadecane). Run in O1CCCC1 (tetrahydrofuran), O1CCCC1 (tetrahydrofuran), O1CCCC1 (tetrahydrofuran). Reaction conditions: temperature 65 celsius. The product is ClC1=NC(=NC(=N1)Cl)CCCCCCCCCCCCCCCC (2,4-dichloro-6-hexadecyl-1,3,5-triazine). RXN SMILES: [Mg].Br[CH2:3][CH2:4][CH2:5][CH2:6][CH2:7][CH2:8][CH2:9][CH2:10][CH2:11][CH2:12][CH2:13][CH2:14][CH2:15][CH2:16][CH2:17][CH3:18].[N:19]1[C:26](Cl)=[N:25][C:23]([Cl:24])=[N:22][C:20]=1[Cl:21]>O1CCCC1>[Cl:21][C:20]1[N:22]=[C:23]([Cl:24])[N:25]=[C:26]([CH2:18][CH2:17][CH2:16][CH2:15][CH2:14][CH2:13][CH2:12][CH2:11][CH2:10][CH2:9][CH2:8][CH2:7][CH2:6][CH2:5][CH2:4][CH3:3])[N:19]=1. Procedure details: 2.7 g of magnesium was added to 200 ml of tetrahydrofuran and stirred until the magnesium was completely dissolved. To the solution was added dropwise a solution of bromohexadecane (31.1 g) in tetrahydrofuran (200 ml). Thereafter, the resulting solution was heated to 65° C. and reacted for 6 hours with stirring. The reaction solution was slowly added dropwise to a solution of cyanuric chloride (15 g) in tetrahydrofuran (250 ml), and reacted for 12 hours. After completion of the reaction, the res... The reactants are C1(=CC=CC=C1)C1=CC(=CS1)C=O (5-phenylthiophene-3-carbaldehyde), COC=1C=C(C=C(C1OC)OC)[Mg]Br (3,4,5-trimethoxyphenylmagnesiumbromide). Solvent: C1CCOC1 (THF), C1CCOC1 (THF). Reaction conditions: time 30 minute. Product: C1(=CC=CC=C1)C1=CC(=CS1)C(O)C1=CC(=C(C(=C1)OC)OC)OC ((5-Phenylthiophen-3-yl)(3,4,5-trimethoxyphenyl)methanol). As a reaction SMILES: [C:1]1([C:7]2[S:11][CH:10]=[C:9]([CH:12]=[O:13])[CH:8]=2)[CH:6]=[CH:5][CH:4]=[CH:3][CH:2]=1.[CH3:14][O:15][C:16]1[CH:17]=[C:18]([Mg]Br)[CH:19]=[C:20]([O:24][CH3:25])[C:21]=1[O:22][CH3:23]>C1COCC1>[C:1]1([C:7]2[S:11][CH:10]=[C:9]([CH:12]([C:18]3[CH:19]=[C:20]([O:24][CH3:25])[C:21]([O:22][CH3:23])=[C:16]([O:15][CH3:14])[CH:17]=3)[OH:13])[CH:8]=2)[CH:6]=[CH:5][CH:4]=[CH:3][CH:2]=1. Procedure details: At −78° C., to a solution of 38f (2.5 mmol) in 5 mL THF under argon protection was added a solution of LiAlH4 in THF (1 N, 1.42 mL) and stirring continued at 1 h at −20° C. The reaction mixture was placed on an ice bath and quenched by 20% H2SO4 solution, extracted with ethyl acetate and dried over MgSO4. The solvent was removed under reduced pressure and purified by column chromatography to yield 5-phenylthiophene-3-carbaldehyde (not shown) (84.8%). 1H NMR (CDCl3) δ 9.98 (s, 1H), 8.04 (d, 1H, J... Starting materials: CCCCCCCCCCCCCBr, CCOCC, c1ccc(P(c2ccccc2)c2ccccc2)cc1. Yields the product [Br-], CCCCCCCCCCCCC[P+](c1ccccc1)(c1ccccc1)c1ccccc1. As a reaction SMILES: [Br:1][CH2:2][CH2:3][CH2:4][CH2:5][CH2:6][CH2:7][CH2:8][CH2:9][CH2:10][CH2:11][CH2:12][CH2:13][CH3:14].[CH3:34][CH2:35][O:36][CH2:37][CH3:38].[c:15]1([P:21]([c:22]2[cH:23][cH:24][cH:25][cH:26][cH:27]2)[c:28]2[cH:29][cH:30][cH:31][cH:32][cH:33]2)[cH:16][cH:17][cH:18][cH:19][cH:20]1>>[Br-:1].[CH2:2]([CH2:3][CH2:4][CH2:5][CH2:6][CH2:7][CH2:8][CH2:9][CH2:10][CH2:11][CH2:12][CH2:13][CH3:14])[P+:21]([c:15]1[cH:16][cH:17][cH:18][cH:19][cH:20]1)([c:22]1[cH:23][cH:24][cH:25][cH:26][cH:27]1)[c:28]1[cH:29][cH:30][cH:31][cH:32][cH:33]1. The reactants are FC1=CC=C(N)C=C1 (4-fluoroaniline), ClC1=NC=CC=C1 (2-chloropyridine), [OH-].[Na+] (NaOH). Run in C(C)(=O)OCC (ethyl acetate). Reaction conditions: temperature 150 celsius, time 10 minute. The product is FC1=CC=C(NC2=NC=CC=C2)C=C1 (2-(p-Fluoroanilino)pyridine). Isolated yield 82.5%. Reaction SMILES: [F:1][C:2]1[CH:8]=[CH:7][C:5]([NH2:6])=[CH:4][CH:3]=1.Cl[C:10]1[CH:15]=[CH:14][CH:13]=[CH:12][N:11]=1.[OH-].[Na+]>C(OCC)(=O)C>[F:1][C:2]1[CH:8]=[CH:7][C:5]([NH:6][C:10]2[CH:15]=[CH:14][CH:13]=[CH:12][N:11]=2)=[CH:4][CH:3]=1 |f:2.3|. Procedure details: A mixture of 29.34 g (0.264 mol) of 4-fluoroaniline (1) and 29.98 g (0.264 mol) of 2-chloropyridine (2) was heated at 150° C. for 2 h. After having been cooled down to RT, it was distributed between 500 ml of 1N NaOH and 500 ml of ethyl acetate. The aqueous phase was extracted twice with in each case 300 ml of ethyl acetate and the combined organic phases were dried with magnesium sulfate. After the solvent had been evaporated, the residue was taken up in 500 ml of ethyl acetate and approx. 40 g... Starting materials: [N+](=O)([O-])C=1C=CC2=C(N=NS2)C1 (5-nitro-1,2,3-benzothiadiazole), C1(=CC=CC=C1)N=C=S (phenylisothiocyanate). Yields the product [N+](=O)([O-])C1=CC2=C(SC(S2)=NC2=CC=CC=C2)C=C1 (N-(5-Nitro-1,3-benzodithiol-2-ylidene)benzenamine). RXN SMILES: [N+:1]([C:4]1[CH:5]=[CH:6][C:7]2[S:11]N=N[C:8]=2[CH:12]=1)([O-:3])=[O:2].[C:13]1([N:19]=[C:20]=[S:21])[CH:18]=[CH:17][CH:16]=[CH:15][CH:14]=1>>[N+:1]([C:4]1[CH:5]=[CH:6][C:7]2[S:11][C:20](=[N:19][C:13]3[CH:18]=[CH:17][CH:16]=[CH:15][CH:14]=3)[S:21][C:8]=2[CH:12]=1)([O-:3])=[O:2]. Procedure: A solution of 5-nitro-1,2,3-benzothiadiazole (4.6 g) in 50 ml of phenylisothiocyanate is heated at 220° C under an inert atmosphere until the evolution of nitrogen ceases (approximately 3 hours). The excess phenylisothiocyanate is removed in vacuo and the resultant residue chromatographed on 1000 ml of silica gel eluting with methylene chloride/pentane (1:4). The fractions containing the desired product are combined and concentrated in vacuo. The resultant solid is recrystallized from cyclohexan... Starting materials: O=C(O)c1sc(-c2ccccc2)cc1N(CC1CCN(C(=O)OCc2ccccc2)CC1)C(=O)c1ccc(Cl)cc1Cl, CO. Yields the product O=C(O)c1sc(-c2ccccc2)cc1N(CC1CCNCC1)C(=O)c1ccc(Cl)cc1Cl. As a reaction SMILES: [CH2:1]([O:2][C:3](=[O:4])[N:11]1[CH2:12][CH2:13][CH:14]([CH2:17][N:18]([C:19]([c:20]2[c:21]([Cl:27])[cH:22][c:23]([Cl:26])[cH:24][cH:25]2)=[O:28])[c:29]2[c:30]([C:40](=[O:41])[OH:42])[s:31][c:32](-[c:34]3[cH:35][cH:36][cH:37][cH:38][cH:39]3)[cH:33]2)[CH2:15][CH2:16]1)[c:5]1[cH:6][cH:7][cH:8][cH:9][cH:10]1.[CH3:43][OH:44]>>[NH:11]1[CH2:12][CH2:13][CH:14]([CH2:17][N:18]([C:19]([c:20]2[c:21]([Cl:27])[cH:22][c:23]([Cl:26])[cH:24][cH:25]2)=[O:28])[c:29]2[c:30]([C:40](=[O:41])[OH:42])[s:31][c:32](-[c:34]3[cH:35][cH:36][cH:37][cH:38][cH:39]3)[cH:33]2)[CH2:15][CH2:16]1. Reactants: CC(=O)O, CC(C)Oc1ccc2cc(C(O)(c3cn(C(c4ccccc4)(c4ccccc4)c4ccccc4)cn3)C(C)C)ccc2c1, O. Yields the product CC(C)Oc1ccc2cc(C(O)(c3c[nH]cn3)C(C)C)ccc2c1. RXN SMILES: [CH3:44][C:45](=[O:46])[OH:47].[CH:1]([CH3:2])([CH3:3])[O:4][c:5]1[cH:6][c:7]2[cH:8][cH:9][c:10]([C:15]([CH:16]([CH3:17])[CH3:18])([OH:19])[c:20]3[n:21][cH:22][n:23]([C:25]([c:26]4[cH:27][cH:28][cH:29][cH:30][cH:31]4)([c:32]4[cH:33][cH:34][cH:35][cH:36][cH:37]4)[c:38]4[cH:39][cH:40][cH:41][cH:42][cH:43]4)[cH:24]3)[cH:11][c:12]2[cH:13][cH:14]1.[OH2:48]>>[CH:1]([CH3:2])([CH3:3])[O:4][c:5]1[cH:6][c:7]2[cH:8][cH:9][c:10]([C:15]([CH:16]([CH3:17])[CH3:18])([OH:19])[c:20]3[n:21][cH:22][nH:23][cH:24]3)[cH:11][c:12]2[cH:13][cH:14]1.